Dataset: the Open Reaction Database (ORD), a public repository of structured organic reaction records. Task: describe an organic reaction: reactants, conditions, products, and yield Starting materials: Cl (hydrochloric acid), COC=1C=C(CO\N=C(/CCC(=O)OC)\C2=CC=CC=C2)C=C(C1OCC=1N=C(OC1C)C1=CC=CC=C1)OC (methyl E-4-[3,5-dimethoxy-4-(5-methyl-2-phenyl-4-oxazolylmethoxy)benzyloxyimino]-4-phenylbutyrate), CO (methanol), [OH-].[Na+] (sodium hydroxide). Solvent: O (water), O1CCCC1 (tetrahydrofuran). Conditions: time 1 hour. Product: COC=1C=C(CO\N=C(/CCC(=O)O)\C2=CC=CC=C2)C=C(C1OCC=1N=C(OC1C)C1=CC=CC=C1)OC (E-4-[3,5-dimethoxy-4-(5-methyl-2-phenyl-4-oxazolylmethoxy)benzyloxyimino]-4-phenylbutyric acid). Yield: 93.1%. Reaction SMILES: [CH3:1][O:2][C:3]1[CH:4]=[C:5]([CH:22]=[C:23]([O:39][CH3:40])[C:24]=1[O:25][CH2:26][C:27]1[N:28]=[C:29]([C:33]2[CH:38]=[CH:37][CH:36]=[CH:35][CH:34]=2)[O:30][C:31]=1[CH3:32])[CH2:6][O:7]/[N:8]=[C:9](/[C:16]1[CH:21]=[CH:20][CH:19]=[CH:18][CH:17]=1)\[CH2:10][CH2:11][C:12]([O:14]C)=[O:13].CO.[OH-].[Na+].Cl>O.O1CCCC1>[CH3:1][O:2][C:3]1[CH:4]=[C:5]([CH:22]=[C:23]([O:39][CH3:40])[C:24]=1[O:25][CH2:26][C:27]1[N:28]=[C:29]([C:33]2[CH:38]=[CH:37][CH:36]=[CH:35][CH:34]=2)[O:30][C:31]=1[CH3:32])[CH2:6][O:7]/[N:8]=[C:9](/[C:16]1[CH:17]=[CH:18][CH:19]=[CH:20][CH:21]=1)\[CH2:10][CH2:11][C:12]([OH:14])=[O:13] |f:2.3|. Procedure: A mixture of methyl E-4-[3,5-dimethoxy-4-(5-methyl-2-phenyl-4-oxazolylmethoxy)benzyloxyimino]-4-phenylbutyrate (970 mg), methanol (5 ml), tetrahydrofuran (10 ml) and 1N aqueous sodium hydroxide (5 ml) was stirred at room temperature for 1 hour. The reaction mixture was poured into water, acidified with 2N hydrochloric acid, and extracted with ethyl acetate. The extract was washed with water, dried (MgSO4), and concentrated to give E-4-[3,5-dimethoxy-4-(5-methyl-2-phenyl-4-oxazolylmethoxy)benzylo...